From a dataset of the Open Reaction Database (ORD), a public repository of structured organic reaction records. describe an organic reaction: reactants, conditions, products, and yield Starting materials: ClC1=C(C(=O)C2=CC=CC=C2)C=CC=C1 (2-chlorobenzophenone), C1(=CC=CC=C1)[Li] (phenyllithium). Run in CCOCC (Et2O), C1CCCCC1.CCOCC (cyclohexane Et2O). Reaction conditions: temperature 15 celsius, time 1 hour. Product: ClC1=C(C=CC=C1)C(O)(C1=CC=CC=C1)C1=CC=CC=C1 ((2-chlorophenyl)diphenylmethanol). Yield: 78.4%. As a reaction SMILES: [Cl:1][C:2]1[CH:15]=[CH:14][CH:13]=[CH:12][C:3]=1[C:4]([C:6]1[CH:11]=[CH:10][CH:9]=[CH:8][CH:7]=1)=[O:5].[C:16]1([Li])[CH:21]=[CH:20][CH:19]=[CH:18][CH:17]=1>CCOCC.C1CCCCC1.CCOCC>[Cl:1][C:2]1[CH:15]=[CH:14][CH:13]=[CH:12][C:3]=1[C:4]([C:16]1[CH:21]=[CH:20][CH:19]=[CH:18][CH:17]=1)([C:6]1[CH:11]=[CH:10][CH:9]=[CH:8][CH:7]=1)[OH:5] |f:3.4|. Procedure: To a stirred, ice-cooled solution of 2-chlorobenzophenone (21.6 g, 100 mmol) in 150 mL of dry Et2O under N2 was added 60 mL (120 mmol) of 2.0 M phenyllithium solution in cyclohexane-Et2O (7:3), keeping T<15° C. After stirring for a further 1 h at 15° C., the solution was poured onto crushed ice and extracted with Et2O. The organic solution was washed with 0.2 M H2SO4, water (until neutral), brine, dried (MgSO4), filtered and concentrated. The residue was recrystallized from hexanes containing a ... Reactants: Cc1cccc(C)c1N, CC(=O)c1cccc(C(C)=Nc2c(C)cc(C)cc2Cl)n1, C1CCOC1. Product: CC(=Nc1c(C)cccc1C)c1cccc(C(C)=Nc2c(C)cc(C)cc2Cl)n1. As a reaction SMILES: [CH3:22][c:23]1[cH:24][cH:25][cH:26][c:27]([CH3:28])[c:29]1[NH2:30].[Cl:1][c:2]1[c:3]([N:10]=[C:11]([CH3:12])[c:13]2[cH:14][cH:15][cH:16][c:17]([C:19]([CH3:20])=[O:21])[n:18]2)[c:4]([CH3:9])[cH:5][c:6]([CH3:8])[cH:7]1.[O:31]1[CH2:32][CH2:33][CH2:34][CH2:35]1>>[Cl:1][c:2]1[c:3]([N:10]=[C:11]([CH3:12])[c:13]2[cH:14][cH:15][cH:16][c:17]([C:19]([CH3:20])=[N:30][c:29]3[c:23]([CH3:22])[cH:24][cH:25][cH:26][c:27]3[CH3:28])[n:18]2)[c:4]([CH3:9])[cH:5][c:6]([CH3:8])[cH:7]1. The reactants are ClC1=C(C=C(C(=O)O)C=C1)[N+](=O)[O-] (4-Chloro-3-nitrobenzoic acid), C(C(=O)Cl)(=O)Cl (Oxalyl chloride). The reagents and catalysts are CN(C)C=O (DMF). Run in C(Cl)Cl (DCM). Run at time 8 hour. Yields the product ClC1=C(C=C(C(=O)Cl)C=C1)[N+](=O)[O-] (4-Chloro-3-nitrobenzoyl chloride). As a reaction SMILES: [Cl:1][C:2]1[CH:10]=[CH:9][C:5]([C:6](O)=[O:7])=[CH:4][C:3]=1[N+:11]([O-:13])=[O:12].C(Cl)(=O)C([Cl:17])=O>C(Cl)Cl.CN(C=O)C>[Cl:1][C:2]1[CH:10]=[CH:9][C:5]([C:6]([Cl:17])=[O:7])=[CH:4][C:3]=1[N+:11]([O-:13])=[O:12]. Procedure details: 4-Chloro-3-nitrobenzoic acid (40.40 g, 0.20 mole) was suspended in DCM (100 mL) containing 3 drops of DMF. Oxalyl chloride (1.5 equivalents, 0.3 mole, 27 mL) was added in small portions and the mixture stirred overnight at room temperature. After refluxing for an additional hour to complete the reaction, volatiles were removed under reduced pressure and the residue was coevaporated twice with hexane to give the title compound as a light yellow solid.